From a dataset of the Open Reaction Database (ORD), a public repository of structured organic reaction records. describe an organic reaction: reactants, conditions, products, and yield Reactants: O1C(=NC=C1)C1=C(OC(CCC(=O)OCC)C2=C(C=CC=C2)C)C=C(C=C1)OCC1=CSC=C1 (ethyl (RS)-4-[2-(oxazol-2-yl)-5-(3-thienylmethoxy)phenoxy]-4-(2-methylphenyl)butanoate), C([O-])([O-])=O.[K+].[K+] (potassium carbonate). The solvent is CO (methanol). Product: O1C(=NC=C1)C1=C(OC(CCC(=O)O)C2=C(C=CC=C2)C)C=C(C=C1)OCC1=CSC=C1 ((RS)-4-[2-(oxazol-2-yl)-5-(3-thienylmethoxy)phenoxy]-4-(2-methylphenyl)butanoic acid). The yield is 53.1%. As a reaction SMILES: [O:1]1[CH:5]=[CH:4][N:3]=[C:2]1[C:6]1[CH:27]=[CH:26][C:25]([O:28][CH2:29][C:30]2[CH:34]=[CH:33][S:32][CH:31]=2)=[CH:24][C:7]=1[O:8][CH:9]([C:17]1[CH:22]=[CH:21][CH:20]=[CH:19][C:18]=1[CH3:23])[CH2:10][CH2:11][C:12]([O:14]CC)=[O:13].C(=O)([O-])[O-].[K+].[K+]>CO>[O:1]1[CH:5]=[CH:4][N:3]=[C:2]1[C:6]1[CH:27]=[CH:26][C:25]([O:28][CH2:29][C:30]2[CH:34]=[CH:33][S:32][CH:31]=2)=[CH:24][C:7]=1[O:8][CH:9]([C:17]1[CH:22]=[CH:21][CH:20]=[CH:19][C:18]=1[CH3:23])[CH2:10][CH2:11][C:12]([OH:14])=[O:13] |f:1.2.3|. Procedure details: A solution of ethyl (RS)-4-[2-(oxazol-2-yl)-5-(3-thienylmethoxy)phenoxy]-4-(2-methylphenyl)butanoate (140 mg) in methanol (25 mL) containing 10% w/v potassium carbonate (2 mL) is stirred at reflux for 2 hours. The reaction mixture is partitioned between 1 N HCl (50 mL) and ethyl acetate (50 mL) then the organic phase is washed with water (2×50 mL), dried over magnesium sulphate, filtered and concentrated under reduced pressure. Recrystallisation from cyclohexane/ethyl acetate gives (RS)-4-[2-(ox... The reactants are ClCCl, COc1cc(C(O)c2ccnn2C)c(Cl)c(Cl)c1OC. The product is COc1cc(C(=O)c2ccnn2C)c(Cl)c(Cl)c1OC. Reaction SMILES: [CH2:21]([Cl:22])[Cl:23].[CH3:1][n:2]1[n:3][cH:4][cH:5][c:6]1[CH:7]([c:8]1[c:9]([Cl:19])[c:10]([Cl:18])[c:11]([O:16][CH3:17])[c:12]([O:14][CH3:15])[cH:13]1)[OH:20]>>[CH3:1][n:2]1[n:3][cH:4][cH:5][c:6]1[C:7]([c:8]1[c:9]([Cl:19])[c:10]([Cl:18])[c:11]([O:16][CH3:17])[c:12]([O:14][CH3:15])[cH:13]1)=[O:20].